This data is from the Open Reaction Database (ORD), a public repository of structured organic reaction records. The task is: describe an organic reaction: reactants, conditions, products, and yield Starting materials: NC1=C(C=C(C=C1C)CC(=O)OC(C)(C)C)O (t-butyl 4-amino-3-hydroxy-5-methyl-phenylacetate), C=1(C(=CC=CC1)N=C=S)C (o-tolylisothiocyanate). The solvent is C(C)O (ethanol). Run at time 7 hour. Product: CC1=CC(=CC2=C1N=C(O2)NC2=C(C=CC=C2)C)CC(=O)O (2-(4-Methyl-2-o-tolylamino-benzoxazol-6-yl)acetic acid). The yield is 69.5%. RXN SMILES: [NH2:1][C:2]1[C:7]([CH3:8])=[CH:6][C:5]([CH2:9][C:10]([O:12]C(C)(C)C)=[O:11])=[CH:4][C:3]=1[OH:17].[C:18]1([CH3:27])[C:19]([N:24]=[C:25]=S)=[CH:20][CH:21]=[CH:22][CH:23]=1>C(O)C>[CH3:8][C:7]1[C:2]2[N:1]=[C:25]([NH:24][C:19]3[CH:20]=[CH:21][CH:22]=[CH:23][C:18]=3[CH3:27])[O:17][C:3]=2[CH:4]=[C:5]([CH2:9][C:10]([OH:12])=[O:11])[CH:6]=1. Procedure: A mixture of t-butyl 4-amino-3-hydroxy-5-methyl-phenylacetate (0.38 g, Reference Example 10) in ethanol (10 mL) and o-tolylisothiocyanate (0.24 g) was stirred for 7 hours, then left to stand over night and then evaporated. The residue was dissolved in ethanol (10 mL) and the solution was treated with dicyclohexylcarbodiimide (0.36 g). This mixture was heated at reflux temperature for 2 hours and then evaporated. The residual gum was dissolved in dichloromethane (15 mL) and the solution was treat... Reactants: BrC1=CC=C(CN(C(CCC2CCCC2)=O)C=2C=CC3=C(OC(OC3=O)(C)C)C2)C=C1 (N-(4-bromobenzyl)-3-cyclopentyl-N-(2,2-dimethyl-4-oxo-4H-1,3-benzodioxin-7-yl)propanamide), C1(=CC=CC=C1)CCCC#C (5-phenyl-1-pentyne). Yields the product C1(CCCC1)CCC(=O)N(CC1=CC=C(C=C1)C#CCCCC1=CC=CC=C1)C=1C=CC2=C(OC(OC2=O)(C)C)C1 (3-cyclopentyl-N-(2,2-dimethyl-4-oxo-4H-1,3-benzodioxin-7-yl)-N-[4-(5-phenyl-1-pentynyl)benzyl]propanamide). Reaction SMILES: Br[C:2]1[CH:31]=[CH:30][C:5]([CH2:6][N:7]([C:17]2[CH:18]=[CH:19][C:20]3[C:25](=[O:26])[O:24][C:23]([CH3:28])([CH3:27])[O:22][C:21]=3[CH:29]=2)[C:8](=[O:16])[CH2:9][CH2:10][CH:11]2[CH2:15][CH2:14][CH2:13][CH2:12]2)=[CH:4][CH:3]=1.[C:32]1([CH2:38][CH2:39][CH2:40][C:41]#[CH:42])[CH:37]=[CH:36][CH:35]=[CH:34][CH:33]=1>>[CH:11]1([CH2:10][CH2:9][C:8]([N:7]([C:17]2[CH:18]=[CH:19][C:20]3[C:25](=[O:26])[O:24][C:23]([CH3:28])([CH3:27])[O:22][C:21]=3[CH:29]=2)[CH2:6][C:5]2[CH:4]=[CH:3][C:2]([C:42]#[C:41][CH2:40][CH2:39][CH2:38][C:32]3[CH:37]=[CH:36][CH:35]=[CH:34][CH:33]=3)=[CH:31][CH:30]=2)=[O:16])[CH2:12][CH2:13][CH2:14][CH2:15]1. Procedure details: The titled compound was prepared following the procedure N using N-(4-bromobenzyl)-3-cyclopentyl-N-(2,2-dimethyl-4-oxo-4H-1,3-benzodioxin-7-yl)propanamide and 5-phenyl-1-pentyne as a yellow oil (54%). M+ (ESI): 550.2. HPLC, Rt: 5.96 min (Purity: 94.9%). The reactants are ClCCl, O=C(O)C(F)(F)F, CC(C)(C)OC(=O)NC1CCC(=O)NC1=O. Product: O=C(O)C(F)(F)F, NC1CCC(=O)NC1=O. RXN SMILES: [Cl:24][CH2:25][Cl:26].[F:17][C:18]([C:19](=[O:20])[OH:21])([F:22])[F:23].[O:1]=[C:2]1[NH:3][C:4](=[O:16])[CH2:5][CH2:6][CH:7]1[NH:8][C:9]([O:10][C:11]([CH3:12])([CH3:13])[CH3:14])=[O:15]>>[F:17][C:18]([C:19](=[O:20])[OH:21])([F:22])[F:23].[O:1]=[C:2]1[NH:3][C:4](=[O:16])[CH2:5][CH2:6][CH:7]1[NH2:8]. The reactants are Br.Br.N1(CCOCC1)[C@@H]1CC2=C(N=C(S2)N)CC1 ((S)-6-morpholin-4-yl-4,5,6,7-tetrahydro-benzothiazol-2-ylamine dihydrobromide), C([O-])(O)=O.[Na+] (sodium bicarbonate), C(C)(C)N(C(C)C)CC (N,N-diisopropylethyl amine), 7-aza-hydroxybenzotriazole, C(#N)C1=CC=C(C=C1)C1=NN=C(O1)CC=1C=C(C(=O)O)C=CC1 (3-[5-(4-cyano-phenyl)-[1,3,4]oxadiazol-2-ylmethyl]-benzoic acid). Solvent: O (H2O), CN(C(C)=O)C (N,N-dimethylacetamide), C(CCl)Cl (EDC). Run at time 1 hour. Yields the product C(#N)C1=CC=C(C=C1)C1=NN=C(O1)CC=1C=C(C(=O)NC=2SC3=C(N2)CC[C@@H](C3)N3CCOCC3)C=CC1 (3-[5-(4-cyano-phenyl)-1,3,4-oxadiazol-2-ylmethyl]-N—((S)-6-morpholin-4-yl-4,5,6,7-tetrahydro-benzothiazol-2-yl)-benzamide). The yield is 15.8%. Reaction SMILES: C(N(CC)C(C)C)(C)C.[C:10]([C:12]1[CH:17]=[CH:16][C:15]([C:18]2[O:22][C:21]([CH2:23][C:24]3[CH:25]=[C:26]([CH:30]=[CH:31][CH:32]=3)[C:27]([OH:29])=O)=[N:20][N:19]=2)=[CH:14][CH:13]=1)#[N:11].Br.Br.[N:35]1([C@H:41]2[CH2:50][CH2:49][C:44]3[N:45]=[C:46]([NH2:48])[S:47][C:43]=3[CH2:42]2)[CH2:40][CH2:39][O:38][CH2:37][CH2:36]1.C(=O)(O)[O-].[Na+]>CN(C)C(=O)C.O.C(Cl)CCl>[C:10]([C:12]1[CH:17]=[CH:16][C:15]([C:18]2[O:22][C:21]([CH2:23][C:24]3[CH:25]=[C:26]([CH:30]=[CH:31][CH:32]=3)[C:27]([NH:48][C:46]3[S:47][C:43]4[CH2:42][C@@H:41]([N:35]5[CH2:36][CH2:37][O:38][CH2:39][CH2:40]5)[CH2:50][CH2:49][C:44]=4[N:45]=3)=[O:29])=[N:20][N:19]=2)=[CH:14][CH:13]=1)#[N:11] |f:2.3.4,5.6|. Reported procedure: Add N,N-diisopropylethyl amine (0.17 mL, 0.95 mmol), 7-aza-hydroxybenzotriazole (0.040 g, 0.29 mmol) and EDC (0.06 g (0.31 mmol) to a solution of 3-[5-(4-cyano-phenyl)-[1,3,4]oxadiazol-2-ylmethyl]-benzoic acid (0.106 g, 0.24 mmol) in 3 mL of N,N-dimethylacetamide. Stir the mixture at room temperature for 1 h then add (S)-6-morpholin-4-yl-4,5,6,7-tetrahydro-benzothiazol-2-ylamine dihydrobromide (0.12 g, 0.30 mmol) in one portion and heat overnight at 60° C. Cool the reaction mixture to room tempe... The reactants are CC(=O)Sc1c(Cl)cccc1C(=O)N(CC(=O)OC(C)(C)C)C1CCCC1, CC#N, C[Si](C)(C)Cl, [I-], [Na+]. Yields the product CC(=O)Sc1c(Cl)cccc1C(=O)N(CC(=O)O)C1CCCC1. RXN SMILES: [C:1]([CH3:2])([CH3:3])([CH3:4])[O:5][C:6]([CH2:7][N:8]([CH:9]1[CH2:10][CH2:11][CH2:12][CH2:13]1)[C:14]([c:15]1[c:16]([S:22][C:23]([CH3:24])=[O:25])[c:17]([Cl:21])[cH:18][cH:19][cH:20]1)=[O:26])=[O:27].[CH3:35][C:36]#[N:37].[Cl:30][Si:31]([CH3:32])([CH3:33])[CH3:34].[I-:29].[Na+:28]>>[O:5]=[C:6]([CH2:7][N:8]([CH:9]1[CH2:10][CH2:11][CH2:12][CH2:13]1)[C:14]([c:15]1[c:16]([S:22][C:23]([CH3:24])=[O:25])[c:17]([Cl:21])[cH:18][cH:19][cH:20]1)=[O:26])[OH:27].